This data is from the Open Reaction Database (ORD), a public repository of structured organic reaction records. The task is: describe an organic reaction: reactants, conditions, products, and yield The reactants are CCOCC, C1CCOC1, CNC, CCCCCC, Cc1nc2c(s1)C(=O)C(C=O)CC2, Cc1ccccc1. Yields the product Cc1nc2c(s1)C(=O)C(=CN(C)C)CC2. Reaction SMILES: [CH2:30]([O:31][CH2:32][CH3:33])[CH3:34].[CH2:35]1[O:36][CH2:37][CH2:38][CH2:39]1.[CH3:14][NH:15][CH3:16].[CH3:17][CH2:18][CH2:19][CH2:20][CH2:21][CH3:22].[CH3:1][c:2]1[s:3][c:4]2[c:5]([n:6]1)[CH2:7][CH2:8][CH:9]([CH:12]=[O:13])[C:10]2=[O:11].[CH3:23][c:24]1[cH:25][cH:26][cH:27][cH:28][cH:29]1>>[CH3:1][c:2]1[s:3][c:4]2[c:5]([n:6]1)[CH2:7][CH2:8][C:9](=[CH:12][N:15]([CH3:14])[CH3:16])[C:10]2=[O:11]. The reactants are COC(=O)CC(=O)C(C)C, Cc1ccccc1, CC(Cl)Cl, N#Cc1ccc(F)cc1, O, Cl[Sn](Cl)(Cl)Cl. The product is COC(=O)C(C(=O)C(C)C)=C(N)c1ccc(F)cc1. Reaction SMILES: [C:1]([CH:2]([CH3:3])[CH3:4])(=[O:5])[CH2:6][C:7](=[O:8])[O:9][CH3:10].[CH3:26][c:27]1[cH:28][cH:29][cH:30][cH:31][cH:32]1.[Cl:33][CH:34]([Cl:35])[CH3:36].[F:11][c:12]1[cH:13][cH:14][c:15]([C:16]#[N:17])[cH:18][cH:19]1.[OH2:25].[Sn:20]([Cl:21])([Cl:22])([Cl:23])[Cl:24]>>[C:1]([CH:2]([CH3:3])[CH3:4])(=[O:5])[C:6]([C:7](=[O:8])[O:9][CH3:10])=[C:16]([c:15]1[cH:14][cH:13][c:12]([F:11])[cH:19][cH:18]1)[NH2:17]. Reactants: ClC1=C(C=CC=2C(=NOC21)C2=NC=CC=C2)OC (7-chloro-6-methoxy-3-(2-pyridyl)-1,2-benzisoxazole). Run in Br (HBr). The product is ClC1=C(C=CC=2C(=NOC21)C2=NC=CC=C2)O (7-chloro-6-hydroxy-3-(2-pyridyl)-1,2-benzisoxazole). RXN SMILES: [Cl:1][C:2]1[C:10]2[O:9][N:8]=[C:7]([C:11]3[CH:16]=[CH:15][CH:14]=[CH:13][N:12]=3)[C:6]=2[CH:5]=[CH:4][C:3]=1[O:17]C>Br>[Cl:1][C:2]1[C:10]2[O:9][N:8]=[C:7]([C:11]3[CH:16]=[CH:15][CH:14]=[CH:13][N:12]=3)[C:6]=2[CH:5]=[CH:4][C:3]=1[OH:17]. Procedure: 7-chloro-6-methoxy-3-(2-pyridyl)-1,2-benzisoxazole (24.4 g) is refluxed for 1.5 hours in 450 ml of 48% HBr. The precipitated hydrobromide salt is filtered off, washed with ether and neutralized with 10% NaHCO3 solution. The free base is filtered off and dried, giving 7-chloro-6-hydroxy-3-(2-pyridyl)-1,2-benzisoxazole, mp 209°-211° C. Reactants: O=C([O-])[O-], N#Cc1nc2ccccc2[nH]1, CN(C)S(=O)(=O)Cl, CC#N, [K+], [K+], O. RXN SMILES: [C:12](=[O:13])([O-:14])[O-:15].[C:1](#[N:2])[c:3]1[nH:4][c:5]2[c:6]([n:7]1)[cH:8][cH:9][cH:10][cH:11]2.[CH3:18][N:19]([CH3:20])[S:21]([Cl:22])(=[O:23])=[O:24].[CH3:26][C:27]#[N:28].[K+:16].[K+:17].[OH2:25]>>[cH:3]1[n:4][c:5]2[c:6]([nH:7]1)[cH:8][cH:9][cH:10][cH:11]2. Product: c1ccc2[nH]cnc2c1.